Dataset: the Open Reaction Database (ORD), a public repository of structured organic reaction records. Task: describe an organic reaction: reactants, conditions, products, and yield Reactants: BrC=1C(=C(C(=NC1C)C)[C@@H](C(=O)OC(C)C)OC(C)(C)C)N1CCC(CC1)C(F)(F)F ((S)-isopropyl 2-(5-bromo-2,6-dimethyl-4-(4-(trifluoromethyl)piperidin-1-yl)pyridin-3-yl)-2-(tert-butoxy)acetate), FC1=CC=C(CCOC2=CC=C(C=C2)B2OC(CN(CC(O2)=O)C)=O)C=C1 (2-(4-(4-fluorophenethoxy)phenyl)-6-methyl-1,3,6,2-dioxazaborocane-4,8-dione), C1(CCCCC1)P(C1=C(C=CC=C1)C1=C(C=CC=C1OC)OC)C1CCCCC1 (dicyclohexyl(2′,6′-dimethoxy-[1,1′-biphenyl]-2-yl)phosphine), [O-]P(=O)([O-])[O-].[K+].[K+].[K+] (potassium phosphate tribasic). Reagents/catalysts: C(C)(=O)[O-].[Pd+2].C(C)(=O)[O-] (Palladium (II) acetate). Run in O1CCOCC1 (dioxane), O (water), CCOC(=O)C (EtOAc). Conditions: temperature 80 celsius, time 16 hour. Product: C(C)(C)(C)O[C@H](C(=O)OC(C)C)C=1C(=NC(=C(C1N1CCC(CC1)C(F)(F)F)C1=CC=C(C=C1)OCCC1=CC=C(C=C1)F)C)C ((S)-isopropyl 2-(tert-butoxy)-2-(5-(4-(4-fluorophenethoxy)-phenyl)-2,6-dimethyl-4-(4-(trifluoromethyl)piperidin-1-yl)pyridin-3-yl)acetate). The yield is 81.8%. As a reaction SMILES: Br[C:2]1[C:3]([N:22]2[CH2:27][CH2:26][CH:25]([C:28]([F:31])([F:30])[F:29])[CH2:24][CH2:23]2)=[C:4]([C@H:10]([O:17][C:18]([CH3:21])([CH3:20])[CH3:19])[C:11]([O:13][CH:14]([CH3:16])[CH3:15])=[O:12])[C:5]([CH3:9])=[N:6][C:7]=1[CH3:8].[F:32][C:33]1[CH:58]=[CH:57][C:36]([CH2:37][CH2:38][O:39][C:40]2[CH:45]=[CH:44][C:43](B3OC(=O)CN(C)CC(=O)O3)=[CH:42][CH:41]=2)=[CH:35][CH:34]=1.C1(P(C2CCCCC2)C2C=CC=CC=2C2C(OC)=CC=CC=2OC)CCCCC1.[O-]P([O-])([O-])=O.[K+].[K+].[K+]>O1CCOCC1.O.CCOC(C)=O.C([O-])(=O)C.[Pd+2].C([O-])(=O)C>[C:18]([O:17][C@@H:10]([C:4]1[C:5]([CH3:9])=[N:6][C:7]([CH3:8])=[C:2]([C:43]2[CH:42]=[CH:41][C:40]([O:39][CH2:38][CH2:37][C:36]3[CH:35]=[CH:34][C:33]([F:32])=[CH:58][CH:57]=3)=[CH:45][CH:44]=2)[C:3]=1[N:22]1[CH2:27][CH2:26][CH:25]([C:28]([F:30])([F:31])[F:29])[CH2:24][CH2:23]1)[C:11]([O:13][CH:14]([CH3:15])[CH3:16])=[O:12])([CH3:19])([CH3:20])[CH3:21] |f:3.4.5.6,10.11.12|. Reported procedure: Palladium (II) acetate (6.61 mg, 0.029 mmol) was added to an argon-degassed solution of (S)-isopropyl 2-(5-bromo-2,6-dimethyl-4-(4-(trifluoromethyl)piperidin-1-yl)pyridin-3-yl)-2-(tert-butoxy)acetate (150 mg, 0.294 mmol), 2-(4-(4-fluorophenethoxy)phenyl)-6-methyl-1,3,6,2-dioxazaborocane-4,8-dione (120 mg, 0.324 mmol), dicyclohexyl(2′,6′-dimethoxy-[1,1′-biphenyl]-2-yl)phosphine (24.18 mg, 0.059 mmol) and potassium phosphate tribasic (469 mg, 2.208 mmol) in dioxane (2 ml) and water (0.4 ml) stirre... The reactants are ( 15 ), Cl.OC(CNC(CC1=CC=C(C=C1)OC)(C)C)COC1=CC=C(C=C1)OC (N-[2-Hydroxy-3-(4-methoxyphenoxy)propyl]-1,1-dimethyl-2-(4-methoxyphenyl)ethylamine Hydrochloride), Cl.OC(CNC(CC1=CC=C(C=C1)OC)(C)C)COC1=CC=C(C=C1)C(C)(C)C (N-[2-Hydroxy-3-(4-t-butylphenoxy)propyl]-1,1-dimethyl-2-(4-methoxyphenyl)ethylamine Hydrochloride), ( 100 ), ( 21 ). Product: Cl.OC(CNC(CC1=CC=C(C=C1)OC)(C)C)COC1=CC(=CC=C1)C#N (N-[2-hydroxy-3-(3-cyanophenoxy)propyl]-1,1-dimethyl-2-(4-methoxyphenyl)ethylamine Hydrochloride). RXN SMILES: [ClH:1].[OH:2][CH:3]([CH2:18][O:19][C:20]1[CH:25]=[CH:24][C:23](OC)=[CH:22][CH:21]=1)[CH2:4][NH:5][C:6]([CH3:17])([CH3:16])[CH2:7][C:8]1[CH:13]=[CH:12][C:11]([O:14][CH3:15])=[CH:10][CH:9]=1.Cl.OC(COC1C=CC(C(C)(C)C)=CC=1)[CH2:31][NH:32]C(C)(C)CC1C=CC(OC)=CC=1>>[ClH:1].[OH:2][CH:3]([CH2:18][O:19][C:20]1[CH:21]=[CH:22][CH:23]=[C:24]([C:31]#[N:32])[CH:25]=1)[CH2:4][NH:5][C:6]([CH3:17])([CH3:16])[CH2:7][C:8]1[CH:9]=[CH:10][C:11]([O:14][CH3:15])=[CH:12][CH:13]=1 |f:0.1,2.3,4.5|. Procedure: GC/EI-MS, m/z (rel. int.) 339 (M−15,0.1), 234 (15), 233 (100), 121 (21), 102 (7), 90 (6). Reactants: B, O=C([O-])[O-], CSC, Cc1ccccc1, COc1cccc(NC(=O)c2ccccc2-c2ccccc2)c1, [K+], [K+]. The product is COc1cccc(NCc2ccccc2-c2ccccc2)c1. Reaction SMILES: [BH3:4].[C:28](=[O:29])([O-:30])[O-:31].[CH3:1][S:2][CH3:3].[CH3:34][c:35]1[cH:36][cH:37][cH:38][cH:39][cH:40]1.[CH3:5][O:6][c:7]1[cH:8][c:9]([NH:13][C:14](=[O:15])[c:16]2[c:17](-[c:22]3[cH:23][cH:24][cH:25][cH:26][cH:27]3)[cH:18][cH:19][cH:20][cH:21]2)[cH:10][cH:11][cH:12]1.[K+:32].[K+:33]>>[CH3:5][O:6][c:7]1[cH:8][c:9]([NH:13][CH2:14][c:16]2[c:17](-[c:22]3[cH:23][cH:24][cH:25][cH:26][cH:27]3)[cH:18][cH:19][cH:20][cH:21]2)[cH:10][cH:11][cH:12]1. The reactants are N=1N(N=C2C1C=CC=C2)C=2C=C(CCC(=O)OC)C=C(C2O)C(C)(C)C (Methyl 3-(2H-benzotriazol-2-yl)-5-tert-butyl-4-hydroxyhydrocinnamate), C(CCCCC(C)C)O (isooctanol), C(CCC)[Sn](CCCC)=O (dibutyltin oxide). Reaction conditions: temperature 175 celsius, time 30 minute. The product is N=1N(N=C2C1C=CC=C2)C=2C=C(CCC(=O)OCCCCCCCC)C=C(C2O)C(C)(C)C (Octyl 3-(2H-Benzotriazol-2-yl)-5-tert-butyl-4-hydroxyhydrocinnamate). As a reaction SMILES: [N:1]1[N:2]([C:10]2[CH:11]=[C:12]([CH:19]=[C:20]([C:23]([CH3:26])([CH3:25])[CH3:24])[C:21]=2[OH:22])[CH2:13][CH2:14][C:15]([O:17][CH3:18])=[O:16])[N:3]=[C:4]2[CH:9]=[CH:8][CH:7]=[CH:6][C:5]=12.[CH2:27](O)[CH2:28][CH2:29][CH2:30][CH2:31][CH:32](C)[CH3:33].C([Sn](=O)CCCC)CCC>>[N:1]1[N:2]([C:10]2[CH:11]=[C:12]([CH:19]=[C:20]([C:23]([CH3:26])([CH3:25])[CH3:24])[C:21]=2[OH:22])[CH2:13][CH2:14][C:15]([O:17][CH2:18][CH2:27][CH2:28][CH2:29][CH2:30][CH2:31][CH2:32][CH3:33])=[O:16])[N:3]=[C:4]2[CH:9]=[CH:8][CH:7]=[CH:6][C:5]=12. Procedure: Methyl 3-(2H-benzotriazol-2-yl)-5-tert-butyl-4-hydroxyhydrocinnamate (353 g, 1 mol), isooctanol (260 g, 2 mol, from Exxon) and dibutyltin oxide (0.5 g, 0.002 mol) are charged to a reaction flask and heated to 175° C. While heating to 175° C., a 300 mm Hg vacuum is applied. After holding at 175° C. for 30 minutes, the excess isooctanol is distilled by slowly reducing the pressure to <5 mm Hg. The desired product is cooled and discharged. The title compound is obtained in a yield of 451 g (100%) a...